From a dataset of the Open Reaction Database (ORD), a public repository of structured organic reaction records. describe an organic reaction: reactants, conditions, products, and yield Starting materials: NCC(O)C1=CC(=CC=C1)Cl (2-amino-1-(3-chlorophenyl)ethanol), O=C(COC1=CC=C(C=C1)CC(C(=O)OC)O)C (methyl 3-[4-(2-oxopropoxy)phenyl]lactate), O (water). The solvent is C1=CC=CC=C1 (benzene), C1=CC=CC=C1 (benzene). The product is COC(=O)C(CC1=CC=C(OCC(C)NCC(O)C2=CC(=CC=C2)Cl)C=C1)O (2-{2-[4-(2-Methoxycarbonyl-2-hydroxyethyl)phenoxy]-1-methylethyl}amino-1-(3-chlorophenyl)ethanol). Isolated yield 68.9%. Reaction SMILES: [NH2:1][CH2:2][CH:3]([C:5]1[CH:10]=[CH:9][CH:8]=[C:7]([Cl:11])[CH:6]=1)[OH:4].O=[C:13]([CH3:29])[CH2:14][O:15][C:16]1[CH:21]=[CH:20][C:19]([CH2:22][CH:23]([OH:28])[C:24]([O:26][CH3:27])=[O:25])=[CH:18][CH:17]=1.O>C1C=CC=CC=1>[CH3:27][O:26][C:24]([CH:23]([OH:28])[CH2:22][C:19]1[CH:20]=[CH:21][C:16]([O:15][CH2:14][CH:13]([NH:1][CH2:2][CH:3]([C:5]2[CH:10]=[CH:9][CH:8]=[C:7]([Cl:11])[CH:6]=2)[OH:4])[CH3:29])=[CH:17][CH:18]=1)=[O:25]. Procedure: A mixture of 1.16 g of 2-amino-1-(3-chlorophenyl)ethanol (prepared as described in Preparation 8), 1.71 g of methyl 3-[4-(2-oxopropoxy)phenyl]lactate (prepared as described in Preparation 6) and 40 ml of benzene was heated under reflux for 3.5 hours, whilst the water being formed during the reaction was continuously removed. After completion of the reaction, the benzene used in the reaction was removed by distillation under reduced pressure, and the residue was dissolved in 50 ml of absolute met... The reactants are O (water), FC1=CC2=C(C3(CCC(NC3=CC2)=O)C)C=C1 (8-fluoro-10b-methyl-1,2,3,4,6,10b-hexahydrobenzo[f]quinolin-3-one), [H-].[Na+] (NaH), CI (Methyl iodide). Run in C(OC)COC (glyme). The product is FC1=CC2=C(C3(CCC(N(C3=CC2)C)=O)C)C=C1 (8-fluoro-4,10b-dimethyl-1,2,3,4,6,10b-hexahydrobenzo[f]quinolin-3-one). The yield is 56.0%. RXN SMILES: [F:1][C:2]1[CH:17]=[CH:16][C:5]2[C:6]3([CH3:15])[C:11](=[CH:12][CH2:13][C:4]=2[CH:3]=1)[NH:10][C:9](=[O:14])[CH2:8][CH2:7]3.[H-].[Na+].[CH3:20]I.O>C(COC)OC>[F:1][C:2]1[CH:17]=[CH:16][C:5]2[C:6]3([CH3:15])[C:11](=[CH:12][CH2:13][C:4]=2[CH:3]=1)[N:10]([CH3:20])[C:9](=[O:14])[CH2:8][CH2:7]3 |f:1.2|. Procedure details: 8-fluoro-10b-methyl-1,2,3,4,6,10b-hexahydrobenzo[f]quinolin-3-one (1.38 g; 6mmol) was added to a suspension of NaH (475 mg; 20 mmol) in glyme (15 ml). The mixture was refluxed for 1.5 hours and cooled quickly to room temperature. Methyl iodide (15 ml) was added and the mixture refluxed for 4 hours, then allowed to cool to room temperature. After addition of water, the mixture was concentrated to near dryness. The residue was partitioned between ethyl acetate and water. The organic layer was wash... Starting materials: C=CCC1(c2ccccc2)C(C(=O)N(C)OC)=NN2c3cc(Cl)ccc3OCC21, C1CCOC1, B1C2CCCC1CCC2, [Na+], [OH-], O, OO. The product is CON(C)C(=O)C1=NN2c3cc(Cl)ccc3OCC2C1(CCCO)c1ccccc1. As a reaction SMILES: [CH2:1]([CH:2]=[CH2:3])[C:4]1([c:24]2[cH:25][cH:26][cH:27][cH:28][cH:29]2)[C:5]([C:18](=[O:19])[N:20]([CH3:21])[O:22][CH3:23])=[N:6][N:7]2[CH:8]1[CH2:9][O:10][c:11]1[c:12]2[cH:13][c:14]([Cl:17])[cH:15][cH:16]1.[CH2:43]1[O:44][CH2:45][CH2:46][CH2:47]1.[CH:30]12[CH2:31][CH2:32][CH2:33][CH:34]([BH:35]1)[CH2:36][CH2:37][CH2:38]2.[Na+:40].[OH-:39].[OH2:48].[OH:41][OH:42]>>[CH2:1]([CH2:2][CH2:3][OH:39])[C:4]1([c:24]2[cH:25][cH:26][cH:27][cH:28][cH:29]2)[C:5]([C:18](=[O:19])[N:20]([CH3:21])[O:22][CH3:23])=[N:6][N:7]2[CH:8]1[CH2:9][O:10][c:11]1[c:12]2[cH:13][c:14]([Cl:17])[cH:15][cH:16]1. Starting materials: ClC=1C=C(C=CC1OCCCCCCCC)C1=CC=C(C=C1)C(=O)O (3'-chloro-4'-octyloxybiphenyl-4-carboxylic acid), FC=1C=C(C(=O)OC[C@H](CC)C)C=CC1O ((S)-2-methylbutyl 3-fluoro-4-hydroxybenzoate). Yields the product ClC=1C=C(C=CC1OCCCCCCCC)C1=CC=C(C=C1)C(=O)OC1=CC=CC=C1 (phenyl 3'-chloro-4'-octyloxybiphenyl-4-carboxylate). Reaction SMILES: [Cl:1][C:2]1[CH:3]=[C:4]([C:17]2[CH:22]=[CH:21][C:20]([C:23]([OH:25])=[O:24])=[CH:19][CH:18]=2)[CH:5]=[CH:6][C:7]=1[O:8][CH2:9][CH2:10][CH2:11][CH2:12][CH2:13][CH2:14][CH2:15][CH3:16].F[C:27]1[CH:28]=[C:29]([CH:38]=[CH:39][C:40]=1O)C(OC[C@@H](C)CC)=O>>[Cl:1][C:2]1[CH:3]=[C:4]([C:17]2[CH:22]=[CH:21][C:20]([C:23]([O:25][C:27]3[CH:28]=[CH:29][CH:38]=[CH:39][CH:40]=3)=[O:24])=[CH:19][CH:18]=2)[CH:5]=[CH:6][C:7]=1[O:8][CH2:9][CH2:10][CH2:11][CH2:12][CH2:13][CH2:14][CH2:15][CH3:16]. Procedure details: The reaction was performed as in Example 18 except using 3'-chloro-4'-octyloxybiphenyl-4-carboxylic acid instead of 3'-nitro-4'-tetradecyloxybiphenyl-4-carboxylic acid and (S)-2-methylbutyl 3-fluoro-4-hydroxybenzoate instead of (S)-2-methylbutyl 4-hydroxybenzoate. There was obtained 2-fluoro-4--(S)-2-methylbutyloxycarbonyl]phenyl 3'-chloro-4'-octyloxybiphenyl-4-carboxylate. Reactants: C(N)(OCC=1N(C(=C(N1)C(C)C)SC1=CC(=CC(=C1)Cl)Cl)CC1=CC=NC=C1)=O (5-(3,5-dichlorophenylthio)-4-isopropyl-1-(4-pyridylmethyl)-1H-imidazol-2-ylmethyl carbamate), C(CCC)NCCCC (di-n-butylamine), C=O (paraformaldehyde). Run in C(C)(=O)OCC (ethyl acetate). Product: C(CCC)N(CCCC)CNC(OCC=1N(C(=C(N1)C(C)C)SC1=CC(=CC(=C1)Cl)Cl)CC1=CC=NC=C1)=O (5-(3,5-Dichlorophenylthio)-4-isopropyl-1-(4-pyridylmethyl)-1H-imidazol-2-ylmethyl di-n-butylaminomethylcarbamate). Isolated yield 56.4%. Reaction SMILES: [C:1](=[O:29])([O:3][CH2:4][C:5]1[N:6]([CH2:22][C:23]2[CH:28]=[CH:27][N:26]=[CH:25][CH:24]=2)[C:7]([S:13][C:14]2[CH:19]=[C:18]([Cl:20])[CH:17]=[C:16]([Cl:21])[CH:15]=2)=[C:8]([CH:10]([CH3:12])[CH3:11])[N:9]=1)[NH2:2].[CH2:30]([NH:34][CH2:35][CH2:36][CH2:37][CH3:38])[CH2:31][CH2:32][CH3:33].[CH2:39]=O>C(OCC)(=O)C>[CH2:30]([N:34]([CH2:39][NH:2][C:1](=[O:29])[O:3][CH2:4][C:5]1[N:6]([CH2:22][C:23]2[CH:28]=[CH:27][N:26]=[CH:25][CH:24]=2)[C:7]([S:13][C:14]2[CH:15]=[C:16]([Cl:21])[CH:17]=[C:18]([Cl:20])[CH:19]=2)=[C:8]([CH:10]([CH3:12])[CH3:11])[N:9]=1)[CH2:35][CH2:36][CH2:37][CH3:38])[CH2:31][CH2:32][CH3:33]. Procedure details: A suspension of the above prepared 5-(3,5-dichlorophenylthio)-4-isopropyl-1-(4-pyridylmethyl)-1H-imidazol-2-ylmethyl carbamate (111) (219 mg, 0.5 mmol), di-n-butylamine (85 mg, 0.5 mmol) and paraformaldehyde (17.5 mg, 0.583 mmol) in ethyl acetate (3mL) was heated under reflux in an atmosphere of nitrogen for 5 days. After cooling down at room temperature, the reaction mixture was concentrated under reduced pressure. The residue was dissolved in a small amount of ether, and hexane was added there... RXN SMILES: [C:1]([CH3:2])(=[O:3])[NH:4][c:5]1[cH:6][cH:7][c:8]([O:9][CH2:10][CH:11]2[CH2:12][O:13]2)[cH:14][cH:15]1.[CH3:29][CH2:30][OH:31].[NH:16]1[CH2:17][CH2:18][CH:19]([N:22]2[C:23](=[O:28])[NH:24][CH2:25][CH2:26][CH2:27]2)[CH2:20][CH2:21]1>>[C:1]([CH3:2])(=[O:3])[NH:4][c:5]1[cH:6][cH:7][c:8]([O:9][CH2:10][CH:11]([CH2:12][N:16]2[CH2:17][CH2:18][CH:19]([N:22]3[C:23](=[O:28])[NH:24][CH2:25][CH2:26][CH2:27]3)[CH2:20][CH2:21]2)[OH:13])[cH:14][cH:15]1. Reactants: CC(=O)Nc1ccc(OCC2CO2)cc1, CCO, O=C1NCCCN1C1CCNCC1. Product: CC(=O)Nc1ccc(OCC(O)CN2CCC(N3CCCNC3=O)CC2)cc1.